From a dataset of the Open Reaction Database (ORD), a public repository of structured organic reaction records. describe an organic reaction: reactants, conditions, products, and yield The reactants are ClCC=1NC2=C(N1)C=CC=C2 (2-(Chloromethyl)benzimidazole), C([O-])([O-])=O.[K+].[K+] (potassium carbonate), C1(=CC=CC=C1)CCC1CCNCC1 (4-(2-phenylethyl)piperidine). Solvent: CN(C)C=O (DMF), O (water). Reaction conditions: time 20 hour. The product is C1(=CC=CC=C1)CCC1CCN(CC1)CC=1NC2=C(N1)C=CC=C2 (2-(4-[2-Phenylethyl]piperidin-1-ylmethyl)benzimidazole). Yield: 11.5%. Reaction SMILES: Cl[CH2:2][C:3]1[NH:4][C:5]2[CH:11]=[CH:10][CH:9]=[CH:8][C:6]=2[N:7]=1.C(=O)([O-])[O-].[K+].[K+].[C:18]1([CH2:24][CH2:25][CH:26]2[CH2:31][CH2:30][NH:29][CH2:28][CH2:27]2)[CH:23]=[CH:22][CH:21]=[CH:20][CH:19]=1>CN(C=O)C.O>[C:18]1([CH2:24][CH2:25][CH:26]2[CH2:27][CH2:28][N:29]([CH2:2][C:3]3[NH:4][C:5]4[CH:11]=[CH:10][CH:9]=[CH:8][C:6]=4[N:7]=3)[CH2:30][CH2:31]2)[CH:23]=[CH:22][CH:21]=[CH:20][CH:19]=1 |f:1.2.3|. Reported procedure: 2-(Chloromethyl)benzimidazole (448 mg, 2.64 mmol) and potassium carbonate (729 mg, 5.28 mmol) were added to a solution of 4-(2-phenylethyl)piperidine (500 mg, 2.64 mmol) in dry DMF (20 ml) under a nitrogen atmosphere and the mixture stirred at room temperature for 20 hours. The reaction was diluted with water (200 ml) and extracted with ethyl acetate (3×100 ml), the combined organic layers were washed with water (25 ml) and brine (50 ml), dried (MgSO4) and evaporated in vacuo to give a brown oil...